This data is from the Open Reaction Database (ORD), a public repository of structured organic reaction records. The task is: describe an organic reaction: reactants, conditions, products, and yield Reactants: COC1=CC=C(C=C1)[C@@H](C)N1C(C[C@H](C1)C(CC)=O)=O ((R)-1-((R)-1-(4-methoxyphenyl)ethyl)-4-propionylpyrrolidin-2-one), [BH4-].[Na+] (NaBH4). Run in C(C)O (ethanol). Conditions: time 2 hour. Product: OC(CC)[C@@H]1CC(N(C1)[C@H](C)C1=CC=C(C=C1)OC)=O ((4R)-4-(1-hydroxypropyl)-1-[(1R)-1-(4-methoxyphenyl)ethyl]pyrrolidin-2-one). As a reaction SMILES: [CH3:1][O:2][C:3]1[CH:8]=[CH:7][C:6]([C@H:9]([N:11]2[CH2:15][C@H:14]([C:16](=[O:19])[CH2:17][CH3:18])[CH2:13][C:12]2=[O:20])[CH3:10])=[CH:5][CH:4]=1.[BH4-].[Na+]>C(O)C>[OH:19][CH:16]([C@H:14]1[CH2:15][N:11]([C@@H:9]([C:6]2[CH:7]=[CH:8][C:3]([O:2][CH3:1])=[CH:4][CH:5]=2)[CH3:10])[C:12](=[O:20])[CH2:13]1)[CH2:17][CH3:18] |f:1.2|. Procedure details: Into a 250-mL 3-necked round-bottom flask purged and maintained with an inert atmosphere of nitrogen was placed (4R)-1-[(1R)-1-(4-methoxyphenyl)ethyl]-4-propanoylpyrrolidin-2-one 1.22 (6 g, 21.79 mmol, 1.00 equiv), ethanol (60 mL), followed by the addition of NaBH4 (1.85 g, 48.68 mmol, 2.50 equiv) in several batches with stifling at 0° C. The resulting solution was stirred at room temperature for 2 h, quenched by the addition of 100 mL of water/ice, extracted with 3×200 mL of ethyl acetate. The ... The reactants are O=C([O-])O, CCOC(C)=O, O=C(Cl)c1ccc(F)cc1, Nc1cccc([N+](=O)[O-])c1, [Na+]. The product is O=C(Nc1cccc([N+](=O)[O-])c1)c1ccc(F)cc1. As a reaction SMILES: [C:27](=[O:28])([O-:29])[OH:30].[CH3:21][CH2:22][O:23][C:24](=[O:25])[CH3:26].[F:11][c:12]1[cH:13][cH:14][c:15]([C:16](=[O:17])[Cl:18])[cH:19][cH:20]1.[N+:1](=[O:2])([O-:3])[c:4]1[cH:5][c:6]([NH2:10])[cH:7][cH:8][cH:9]1.[Na+:31]>>[N+:1](=[O:2])([O-:3])[c:4]1[cH:5][c:6]([NH:10][C:16]([c:15]2[cH:14][cH:13][c:12]([F:11])[cH:20][cH:19]2)=[O:17])[cH:7][cH:8][cH:9]1. Starting materials: C1(=CC=CC=C1)OC (anisole), [Cl-].[Al+3].[Cl-].[Cl-] (aluminium chloride), C1(CCCC1)C(=O)Cl (cyclopentanecarbonyl chloride). Product: C1(CCCC1)C(=O)C1=CC=C(C=C1)OC (4-Methoxyphenyl cyclopentyl ketone). Reaction SMILES: [C:1]1([O:7][CH3:8])[CH:6]=[CH:5][CH:4]=[CH:3][CH:2]=1.[Cl-].[Al+3].[Cl-].[Cl-].[CH:13]1([C:18](Cl)=[O:19])[CH2:17][CH2:16][CH2:15][CH2:14]1>>[CH:13]1([C:18]([C:4]2[CH:5]=[CH:6][C:1]([O:7][CH3:8])=[CH:2][CH:3]=2)=[O:19])[CH2:17][CH2:16][CH2:15][CH2:14]1 |f:1.2.3.4|. Procedure details: In analogy to the procedure of Example I, the title compound is prepared from 31 g (0.287 mol) of anisole, 46 g (0.345 mol) of aluminium chloride and 40 g (0.302 mol) of cyclopentanecarbonyl chloride. The reactants are ClC=1N=C(C2=C(N1)C(=CS2)C)Cl (2,4-dichloro-7-methylthieno[3,2-d]pyrimidine), C(C)N (ethylamine), ice water. Solvent: CN(C)C=O (DMF). Reaction conditions: temperature 0 celsius, time 1 hour. Yields the product ClC=1N=C(C2=C(N1)C(=CS2)C)NCC (2-Chloro-4-ethylamino-7-methylthieno[3,2-d]pyrimidine). Isolated yield 71.9%. As a reaction SMILES: [Cl:1][C:2]1[N:3]=[C:4](Cl)[C:5]2[S:10][CH:9]=[C:8]([CH3:11])[C:6]=2[N:7]=1.[CH2:13]([NH2:15])[CH3:14]>CN(C=O)C>[Cl:1][C:2]1[N:3]=[C:4]([NH:15][CH2:13][CH3:14])[C:5]2[S:10][CH:9]=[C:8]([CH3:11])[C:6]=2[N:7]=1. Procedure: In DMF was dissolved 700 mg (3.2 mmol) of 2,4-dichloro-7-methylthieno[3,2-d]pyrimidine, and then an aqueous solution of 338 mg (7.5 mmol) of ethylamine was added dropwise to the resulting solution under ice cooling over 5 minutes. The reaction mixture was stirred at 0° C. for one hour and then allowed to resume room temperature, followed by stirring for one hour. After completion of the reaction, ice water was added to the reaction mixture, followed by extraction with ethyl acetate (50 ml×3). Af... The reactants are C1OC2=C3CC(NC3=CC=C2O1)=O (4,5-methylenedioxyoxindole), C1OC=2C=C3CC(NC3=CC2O1)=O (5,6-Methylenedioxyoxindole), [N+](=O)([O-])C1=C(C=C2C(=C1)OCO2)CC(=O)OC (methyl 2-nitro-4,5-methylenedioxyphenylacetate), C1OC2=CC=C3CC(NC3=C2O1)=O (6,7-methylenedioxyoxindole), [N+](=O)([O-])C1OC2=C(C=CC=C2O1)CC(=O)OC (methyl 2-nitromethylenedioxyphenylacetate). Product: C1OC=2C=C3C=CNC3=CC2O1 (5,6-Methylenedioxyindole). Reaction SMILES: [CH2:1]1[O:12][C:11]2[CH:10]=[C:9]3[C:5]([CH2:6][C:7](=O)[NH:8]3)=[CH:4][C:3]=2[O:2]1.[N+](C1C=C2OCOC2=CC=1CC(OC)=O)([O-])=O.[N+](C1OC2C(=C(CC(OC)=O)C=CC=2)O1)([O-])=O.C1OC2C(=C3C(=CC=2)NC(=O)C3)O1.C1OC2C(=CC=C3C=2NC(=O)C3)O1>>[CH2:1]1[O:12][C:11]2[CH:10]=[C:9]3[C:5]([CH:6]=[CH:7][NH:8]3)=[CH:4][C:3]=2[O:2]1. Procedure: 5,6-Methylenedioxyoxindole can be prepared via the reduction of methyl 2-nitro-4,5-methylenedioxyphenylacetate according to the procedure of McEvoy et al., J. Org. Chem., 38, 3350 (1973). By a similar procedure, starting with the appropriate methyl 2-nitromethylenedioxyphenylacetate, 4,5-methylenedioxyoxindole and 6,7-methylenedioxyoxindole are prepared.